From a dataset of the Open Reaction Database (ORD), a public repository of structured organic reaction records. describe an organic reaction: reactants, conditions, products, and yield The product is COc1ncccc1Br. Reactants: [Ag+2], Oc1ncccc1Br, O=C([O-])[O-], CI, c1ccccc1. As a reaction SMILES: [Ag+2:21].[Br:1][c:2]1[c:3]([OH:8])[n:4][cH:5][cH:6][cH:7]1.[C:17](=[O:18])([O-:19])[O-:20].[I:9][CH3:10].[cH:11]1[cH:12][cH:13][cH:14][cH:15][cH:16]1>>[Br:1][c:2]1[c:3]([O:8][CH3:10])[n:4][cH:5][cH:6][cH:7]1. The reactants are BrC=1C=C(C=NC1)C(CC(=O)OC)NC(=O)[C@H]1CN(CCC1)C(CCC1CCN(CC1)C(=O)OC(C)(C)C)=O (tert-butyl 4-{3-[(3R)-3-{[1-(5-bromopyridin-3-yl)-3-methoxy-3-oxopropyl]carbamoyl}piperidin-1-yl]-3-oxopropyl}piperidine-1-carboxylate), FC1=C(C=C(C=C1)B(O)O)[N+](=O)[O-] ((4-fluoro-3-nitro-phenyl)boronic acid), [F-].[K+] (potassium fluoride). Reagents/catalysts: C=1C=CC(=CC1)[P](C=2C=CC=CC2)(C=3C=CC=CC3)[Pd]([P](C=4C=CC=CC4)(C=5C=CC=CC5)C=6C=CC=CC6)([P](C=7C=CC=CC7)(C=8C=CC=CC8)C=9C=CC=CC9)[P](C=1C=CC=CC1)(C=1C=CC=CC1)C=1C=CC=CC1 (tetrakis(triphenylphosphine)palladium(0)). The solvent is O (water), C1(=CC=CC=C1)C (toluene), C(C)O (ethanol), O (water). Conditions: temperature 60 celsius, time 20 hour. Product: FC1=C(C=C(C=C1)C=1C=C(C=NC1)C(CC(=O)OC)NC(=O)[C@H]1CN(CCC1)C(CCC1CCN(CC1)C(=O)OC(C)(C)C)=O)[N+](=O)[O-] (tert-butyl 4-{3-[(3R)-3-({1-[5-(4-fluoro-3-nitrophenyl)pyridin-3-yl]-3-methoxy-3-oxopropyl}carbamoyl)piperidin-1-yl]-3-oxopropyl}piperidine-1-carboxylate). Isolated yield 44.8%. RXN SMILES: Br[C:2]1[CH:3]=[C:4]([CH:8]([NH:14][C:15]([C@@H:17]2[CH2:22][CH2:21][CH2:20][N:19]([C:23](=[O:39])[CH2:24][CH2:25][CH:26]3[CH2:31][CH2:30][N:29]([C:32]([O:34][C:35]([CH3:38])([CH3:37])[CH3:36])=[O:33])[CH2:28][CH2:27]3)[CH2:18]2)=[O:16])[CH2:9][C:10]([O:12][CH3:13])=[O:11])[CH:5]=[N:6][CH:7]=1.[F:40][C:41]1[CH:46]=[CH:45][C:44](B(O)O)=[CH:43][C:42]=1[N+:50]([O-:52])=[O:51].[F-].[K+]>C1(C)C=CC=CC=1.C(O)C.O.C1C=CC([P]([Pd]([P](C2C=CC=CC=2)(C2C=CC=CC=2)C2C=CC=CC=2)([P](C2C=CC=CC=2)(C2C=CC=CC=2)C2C=CC=CC=2)[P](C2C=CC=CC=2)(C2C=CC=CC=2)C2C=CC=CC=2)(C2C=CC=CC=2)C2C=CC=CC=2)=CC=1>[F:40][C:41]1[CH:46]=[CH:45][C:44]([C:2]2[CH:3]=[C:4]([CH:8]([NH:14][C:15]([C@@H:17]3[CH2:22][CH2:21][CH2:20][N:19]([C:23](=[O:39])[CH2:24][CH2:25][CH:26]4[CH2:27][CH2:28][N:29]([C:32]([O:34][C:35]([CH3:36])([CH3:38])[CH3:37])=[O:33])[CH2:30][CH2:31]4)[CH2:18]3)=[O:16])[CH2:9][C:10]([O:12][CH3:13])=[O:11])[CH:5]=[N:6][CH:7]=2)=[CH:43][C:42]=1[N+:50]([O-:52])=[O:51] |f:2.3,^1:69,71,90,109|. Reported procedure: To 300.0 mg (0.49 mmol) tert-butyl 4-{3-[(3R)-3-{[1-(5-bromopyridin-3-yl)-3-methoxy-3-oxopropyl]carbamoyl}piperidin-1-yl]-3-oxopropyl}piperidine-1-carboxylate (example 8c) in 12 ml toluene were added 11.4 mg (0.01 mmol) tetrakis(triphenylphosphine)palladium(0), 109.2 mg (0.59 mmol) (4-fluoro-3-nitro-phenyl)boronic acid in 3.0 ml ethanol and 88.7 mg (1.53 mmol) potassium fluoride in 3.0 ml water. The mixture was stirred at 100° C. for 9 hours and at 60° C. for 20 hours, diluted with water and ext... Reactants: NC1=CC=C2C(C(N(C2=C1)C)=O)(C)C (6-amino-1,3,3-trimethylindolin-2-one), COC1=NC=C(C(=O)O)C=C1 (6-methoxynicotinic acid). Yields the product COC1=NC=C(C(=O)NC2=CC=C3C(C(N(C3=C2)C)=O)(C)C)C=C1 (6-Methoxy-N-(1,3,3-trimethyl-2-oxoindolin-6-yl)nicotinamide). As a reaction SMILES: [NH2:1][C:2]1[CH:10]=[C:9]2[C:5]([C:6]([CH3:14])([CH3:13])[C:7](=[O:12])[N:8]2[CH3:11])=[CH:4][CH:3]=1.[CH3:15][O:16][C:17]1[CH:25]=[CH:24][C:20]([C:21](O)=[O:22])=[CH:19][N:18]=1>>[CH3:15][O:16][C:17]1[CH:25]=[CH:24][C:20]([C:21]([NH:1][C:2]2[CH:10]=[C:9]3[C:5]([C:6]([CH3:14])([CH3:13])[C:7](=[O:12])[N:8]3[CH3:11])=[CH:4][CH:3]=2)=[O:22])=[CH:19][N:18]=1. Procedure: Prepared in analogy to example 1b from 6-amino-1,3,3-trimethylindolin-2-one and 6-methoxynicotinic acid. The title compound was obtained as light yellow foam. Yield: 86.0%. Starting materials: CC1=CC(=C(C=2NC3=CC=CC=C3C12)SC)CC(=O)OC(C)(C)C (tert-butyl (4-methyl-1-methylthiocarbazol-2-yl)acetate), ClC=1C=C(CBr)C=CC1 (3-chlorobenzyl bromide). Reported procedure: Following a procedure and using relative proportions of starting materials similar to those described in Example 4, but using tert-butyl (4-methyl-1-methylthiocarbazol-2-yl)acetate and 3-chlorobenzyl bromide as starting materials, the title compound was obtained in a yield of 86% as an oil. Yields the product ClC=1C=C(CN2C3=CC=CC=C3C=3C(=CC(=C(C23)SC)CC(=O)OC(C)(C)C)C)C=CC1 (tert-Butyl [9-(3-Chlorobenzyl)-4-methyl-1-methylthiocarbazol-2-yl]acetate). Reaction SMILES: [CH3:1][C:2]1[C:14]2[C:13]3[C:8](=[CH:9][CH:10]=[CH:11][CH:12]=3)[NH:7][C:6]=2[C:5]([S:15][CH3:16])=[C:4]([CH2:17][C:18]([O:20][C:21]([CH3:24])([CH3:23])[CH3:22])=[O:19])[CH:3]=1.[Cl:25][C:26]1[CH:27]=[C:28]([CH:31]=[CH:32][CH:33]=1)[CH2:29]Br>>[Cl:25][C:26]1[CH:27]=[C:28]([CH:31]=[CH:32][CH:33]=1)[CH2:29][N:7]1[C:6]2[C:5]([S:15][CH3:16])=[C:4]([CH2:17][C:18]([O:20][C:21]([CH3:24])([CH3:23])[CH3:22])=[O:19])[CH:3]=[C:2]([CH3:1])[C:14]=2[C:13]2[C:8]1=[CH:9][CH:10]=[CH:11][CH:12]=2. The reactants are CC1=CCCC(C2CCCC2)N1C(=O)OC(C)(C)C, [BH3-]C#N, CCOC(C)=O, ClCCl, O=C(O)C(F)(F)F, [Na+]. Product: CC1CCCC(C2CCCC2)N1C(=O)OC(C)(C)C. RXN SMILES: [C:1]([CH3:2])([CH3:3])([CH3:4])[O:5][C:6](=[O:7])[N:8]1[CH:9]([CH:15]2[CH2:16][CH2:17][CH2:18][CH2:19]2)[CH2:10][CH2:11][CH:12]=[C:13]1[CH3:14].[C:20]([BH3-:21])#[N:22].[CH3:31][CH2:32][O:33][C:34]([CH3:35])=[O:36].[Cl:37][CH2:38][Cl:39].[F:24][C:25]([F:26])([F:27])[C:28]([OH:29])=[O:30].[Na+:23]>>[C:1]([CH3:2])([CH3:3])([CH3:4])[O:5][C:6](=[O:7])[N:8]1[CH:9]([CH:15]2[CH2:16][CH2:17][CH2:18][CH2:19]2)[CH2:10][CH2:11][CH2:12][CH:13]1[CH3:14]. Reactants: BrN1C(CCC1=O)=O (N-bromosuccinimide), C(C)(C)(C)O[K] (tBuOK), C(=O)C1=CC=C(C(=O)OC)C=C1 (methyl 4-formylbenzoate), NC(=S)N (Thiourea), (E)- and (Z)-methyl 4-(2-methoxyvinyl)benzoate, [NH4+].[OH-] (Ammonia aqueous), [Cl-].COC[P+](C1=CC=CC=C1)(C1=CC=CC=C1)C1=CC=CC=C1 ((Methoxymethyl) triphenylphosphonium chloride). Run in O1CCOCC1 (dioxane), O (water), C1CCOC1 (THF), O (Water), C1CCOC1 (THF). Conditions: time 16 hour. Product: NC=1SC(=CN1)C1=CC=C(C(=O)OC)C=C1 (Methyl 4-(2-aminothiazol-5-yl)benzoate). Yield: 77.1%. As a reaction SMILES: [Cl-].COC[P+](C1C=CC=CC=1)(C1C=CC=CC=1)C1C=CC=CC=1.C(O[K])(C)(C)C.[CH:30]([C:32]1[CH:41]=[CH:40][C:35]([C:36]([O:38][CH3:39])=[O:37])=[CH:34][CH:33]=1)=O.BrN1C(=O)CC[C:44]1=O.[NH2:50][C:51]([NH2:53])=[S:52].[NH4+].[OH-]>C1COCC1.O1CCOCC1.O>[NH2:50][C:51]1[S:52][C:30]([C:32]2[CH:41]=[CH:40][C:35]([C:36]([O:38][CH3:39])=[O:37])=[CH:34][CH:33]=2)=[CH:44][N:53]=1 |f:0.1,6.7|. Procedure details: (Methoxymethyl) triphenylphosphonium chloride (12.5 g, 36.5 mmol) was dissolved in THF (80 mL), and tBuOK (4.10 g, 36.5 mmol) and methyl 4-formylbenzoate (3.0 g, 18.3 mmol) dissolved in THF (20 mL) were added thereto while cooling with ice, followed by stirring at room temperature for 16 hours. Water was added to the resulting mixture, and after extraction with ethyl acetate, the residue was purified using medium pressure flash column chromatography (silica gel; ethyl acetate:hexane=1:8), thereb... Starting materials: C(C)C=1C(=NC(=CN1)CC)N[C@@H]1CN(C[C@@H]1O)C(=O)OCC1=CC=CC=C1 (benzyl (3R,4S)-3-[(3,6-diethylpyrazin-2-yl)amino]-4-hydroxypyrrolidine-1-carboxylate), N[C@@H]1[C@@H](COC1)O (cis-(+/−)-4-aminotetrahydrofuran-3-ol). Yields the product C(C)C=1C(=NC(=CN1)CC)N[C@@H]1[C@@H](COC1)O (cis-(+/−)-4-[(3,6-diethylpyrazin-2-yl)amino]tetrahydrofuran-3-ol). Reaction SMILES: [CH2:1]([C:3]1[C:4]([NH:11][C@H:12]2[C@@H:16]([OH:17])[CH2:15]N(C(OCC3C=CC=CC=3)=O)[CH2:13]2)=[N:5][C:6]([CH2:9][CH3:10])=[CH:7][N:8]=1)[CH3:2].N[C@H]1C[O:32]C[C@H]1O>>[CH2:1]([C:3]1[C:4]([NH:11][C@H:12]2[CH2:13][O:32][CH2:15][C@H:16]2[OH:17])=[N:5][C:6]([CH2:9][CH3:10])=[CH:7][N:8]=1)[CH3:2]. Procedure: Following the procedure for the preparation of benzyl (3R,4S)-3-[(3,6-diethylpyrazin-2-yl)amino]-4-hydroxypyrrolidine-1-carboxylate but substituting cis-(+/−)-4-aminotetrahydrofuran-3-ol and making non-critical variations provided the title compound as a light yellow amorphous solid. IR (diffuse reflectance) 3399, 3259, 3223, 3218, 3212, 2969, 2867, 2847, 1582, 1546, 1493, 1465, 1160, 1066, 920 cm−1; MS (EI) m/z 237 (M+); HRMS (FAB) calcd for C12H19N3O2+H1 238.1555, found 238.1558. Reactants: [H-].[H-].[H-].[H-].[Li+].[Al+3] (LiAlH4), [H-].[H-].[H-].[H-].[Li+].[Al+3] (LiAlH4), FC1=C(C=C(C=C1)[C@H]1OCC(NC1)=O)C(F)(F)F ((R)-6-(4-Fluoro-3-(trifluoromethyl)phenyl)morpholin-3-one). Solvent: C1CCOC1 (THF), CCOCC (ether), C1CCOC1 (THF). Run at temperature 0 celsius, time 1 hour. Product: FC1=C(C=C(C=C1)[C@@H]1CNCCO1)C(F)(F)F ((R)-2-(4-fluoro-3-(trifluoromethyl)phenyl)morpholine). Isolated yield 99.8%. RXN SMILES: [F:1][C:2]1[CH:7]=[CH:6][C:5]([C@@H:8]2[CH2:13][NH:12][C:11](=O)[CH2:10][O:9]2)=[CH:4][C:3]=1[C:15]([F:18])([F:17])[F:16].[H-].[H-].[H-].[H-].[Li+].[Al+3]>C1COCC1.CCOCC>[F:1][C:2]1[CH:7]=[CH:6][C:5]([C@H:8]2[O:9][CH2:10][CH2:11][NH:12][CH2:13]2)=[CH:4][C:3]=1[C:15]([F:18])([F:16])[F:17] |f:1.2.3.4.5.6|. Reported procedure: (R)-6-(4-Fluoro-3-(trifluoromethyl)phenyl)morpholin-3-one (486 mg, 1.85 mmol) was dissolved in 2 mL of THF and 10 mL of ether. To this solution under ice bath was added powder LiAlH4 (72 mg, 1.85 mmol). The mixture was stirred at 0° C. for 1 h and then at room temperature overnight. LC/MS indicated only the starting material. To this mixture was added LiAlH4 (1M) in THF (2 mL, 2 mmol) under ice bath. The mixture was stirred at room temperature for 15 h. LC/MS indicated complete consumption of th... The reactants are O=C([O-])[O-], CC(C)(C)OC(=O)N1CC2CC1CN2, O=[N+]([O-])c1ccc(F)cc1, [K+], [K+], CN(C)C=O, O. Product: CC(C)(C)OC(=O)N1CC2CC1CN2c1ccc([N+](=O)[O-])cc1. Reaction SMILES: [C:15](=[O:16])([O-:17])[O-:18].[C:1]([CH3:2])([CH3:3])([CH3:4])[O:5][C:6](=[O:7])[N:8]1[CH:9]2[CH2:10][NH:11][CH:12]([CH2:13]1)[CH2:14]2.[F:21][c:22]1[cH:23][cH:24][c:25]([N+:28](=[O:29])[O-:30])[cH:26][cH:27]1.[K+:19].[K+:20].[O:32]=[CH:33][N:34]([CH3:35])[CH3:36].[OH2:31]>>[C:1]([CH3:2])([CH3:3])([CH3:4])[O:5][C:6](=[O:7])[N:8]1[CH:9]2[CH2:10][N:11]([c:22]3[cH:23][cH:24][c:25]([N+:28](=[O:29])[O-:30])[cH:26][cH:27]3)[CH:12]([CH2:13]1)[CH2:14]2. Starting materials: BrC=1C(NC=2C=C(C=C(C2C1)S(=O)(=O)NC1CCCC1)C=1C(=NOC1C)C)=O (3-bromo-N-cyclopentyl-7-(3,5-dimethylisoxazol-4-yl)-2-oxo-1,2-dihydroquinoline-5-sulfonamide), N1=CC(=CC=C1)B(O)O (3-pyridine boronic acid), C([O-])([O-])=O.[Cs+].[Cs+] (cesium carbonate), Peppsi-iPr, C(OC)COC (dimethoxyethane). The solvent is O (water). Conditions: temperature 100 celsius, time 2 hour. Product: C1(CCCC1)NS(=O)(=O)C=1C=2C=C(C(NC2C=C(C1)C=1C(=NOC1C)C)=O)C=1C=NC=CC1 (N-cyclopentyl-7-(3,5-dimethylisoxazol-4-yl)-2-oxo-3-(pyridin-3-yl)-1,2-dihydroquinoline-5-sulfonamide). As a reaction SMILES: Br[C:2]1[C:3](=[O:28])[NH:4][C:5]2[CH:6]=[C:7]([C:21]3[C:22]([CH3:27])=[N:23][O:24][C:25]=3[CH3:26])[CH:8]=[C:9]([S:12]([NH:15][CH:16]3[CH2:20][CH2:19][CH2:18][CH2:17]3)(=[O:14])=[O:13])[C:10]=2[CH:11]=1.[N:29]1[CH:34]=[CH:33][CH:32]=[C:31](B(O)O)[CH:30]=1.C(=O)([O-])[O-].[Cs+].[Cs+].C(COC)OC>O>[CH:16]1([NH:15][S:12]([C:9]2[C:10]3[CH:11]=[C:2]([C:31]4[CH:30]=[N:29][CH:34]=[CH:33][CH:32]=4)[C:3](=[O:28])[NH:4][C:5]=3[CH:6]=[C:7]([C:21]3[C:22]([CH3:27])=[N:23][O:24][C:25]=3[CH3:26])[CH:8]=2)(=[O:14])=[O:13])[CH2:20][CH2:19][CH2:18][CH2:17]1 |f:2.3.4|. Reported procedure: A mixture of 3-bromo-N-cyclopentyl-7-(3,5-dimethylisoxazol-4-yl)-2-oxo-1,2-dihydroquinoline-5-sulfonamide (45 mg, 0.1 mmol), 3-pyridine boronic acid (25 mg, 0.2 mmol), cesium carbonate (100 mg, 0.3 mmol), Peppsi-iPr (4 mg, 5 mol %), dimethoxyethane (2 mL) and water (1 mL) was stirred at 100° C. for 2 hours. The reaction mixture was concentrated before being purified by preparative HPLC to give N-cyclopentyl-7-(3,5-dimethylisoxazol-4-yl)-2-oxo-3-(pyridin-3-yl)-1,2-dihydroquinoline-5-sulfonamide a...